Dataset: the Open Reaction Database (ORD), a public repository of structured organic reaction records. Task: describe an organic reaction: reactants, conditions, products, and yield The reactants are NC1=NOC2=C1C=C1C(=C2)OCC12C(N(C1=CC=CC=C21)CC2=C(C=CC=C2)C(F)(F)F)=O (3-amino-1′-[2-(trifluoromethyl)benzyl]spiro[furo[3,2-f][1,2]benzisoxazole-5,3′-indol]-2′(1′H)-one), NC1=NOC2=C1C=C1C(=C2)OCC12C(N(C1=CC=CC=C21)C[C@@H]2OCCC2)=O (3-amino-1′-[(2R)-tetrahydrofuran-2-ylmethyl]spiro[furo[3,2-f][1,2]benzisoxazole-5,3′-indol]-2′(1′H)-one). Product: OC1=CC2=C(C=C1C#N)C1(C(N(C3=CC=CC=C13)CC1=C(C=CC=C1)C(F)(F)F)=O)CO2 (6-hydroxy-2′-oxo-1′-[2-(trifluoromethyl)benzyl]-1′,2′-dihydrospiro[1-benzofuran-3,3′-indole]-5-carbonitrile). As a reaction SMILES: [NH2:1][C:2]1[C:6]2[CH:7]=[C:8]3[C:13]4([C:21]5[C:16](=[CH:17][CH:18]=[CH:19][CH:20]=5)[N:15]([CH2:22][C:23]5[CH:28]=[CH:27][CH:26]=[CH:25][C:24]=5[C:29]([F:32])([F:31])[F:30])[C:14]4=[O:33])[CH2:12][O:11][C:9]3=[CH:10][C:5]=2[O:4]N=1.NC1C2C=C3C4(C5C(=CC=CC=5)N(C[C@H]5CCCO5)C4=O)COC3=CC=2ON=1>>[OH:4][C:5]1[C:6]([C:2]#[N:1])=[CH:7][C:8]2[C:13]3([CH2:12][O:11][C:9]=2[CH:10]=1)[C:21]1[C:16](=[CH:17][CH:18]=[CH:19][CH:20]=1)[N:15]([CH2:22][C:23]1[CH:28]=[CH:27][CH:26]=[CH:25][C:24]=1[C:29]([F:32])([F:30])[F:31])[C:14]3=[O:33]. Procedure: Following the procedure as described in EXAMPLE 45 and making non-critical variations using 3-amino-1′-[2-(trifluoromethyl)benzyl]spiro[furo[3,2-f][1,2]benzisoxazole-5,3′-indol]-2′(1′H)-one to replace 3-amino-1′-[(2R)-tetrahydrofuran-2-ylmethyl]spiro[furo[3,2-f][1,2]benzisoxazole-5,3′-indol]-2′(1′H)-one, 6-hydroxy-2′-oxo-1′-[2-(trifluoromethyl)benzyl]-1′,2′-dihydrospiro[1-benzofuran-3,3′-indole]-5-carbonitrile was obtained (38%): mp 122-124° C. (ethyl acetate); 1H NMR (300 MHz, DMSO-d6) δ 11.30 ...